Dataset: the Open Reaction Database (ORD), a public repository of structured organic reaction records. Task: describe an organic reaction: reactants, conditions, products, and yield The reactants are N1=CC=CC=2CCCC(C12)=O (6,7-Dihydro-5H-quinolin-8-one), C(C)(C)(C)OC(=O)N1CCC(CC1)N (4-Amino-piperidine-1-carboxylic acid tert-butyl ester), [BH-](OC(=O)C)(OC(=O)C)OC(=O)C.[Na+] (NaBH(OAc)3). The solvent is C(Cl)Cl (CH2Cl2). Product: C(C)(C)(C)OC(=O)N1CCC(CC1)NC1CCCC=2C=CC=NC12 (4-(5,6,7,8-Tetrahydro-quinolin-8-ylamino)-piperidine-1-carboxylic acid tert-butyl ester). As a reaction SMILES: [N:1]1[C:10]2[C:9](=O)[CH2:8][CH2:7][CH2:6][C:5]=2[CH:4]=[CH:3][CH:2]=1.[C:12]([O:16][C:17]([N:19]1[CH2:24][CH2:23][CH:22]([NH2:25])[CH2:21][CH2:20]1)=[O:18])([CH3:15])([CH3:14])[CH3:13].[BH-](OC(C)=O)(OC(C)=O)OC(C)=O.[Na+]>C(Cl)Cl>[C:12]([O:16][C:17]([N:19]1[CH2:24][CH2:23][CH:22]([NH:25][CH:9]2[C:10]3[N:1]=[CH:2][CH:3]=[CH:4][C:5]=3[CH2:6][CH2:7][CH2:8]2)[CH2:21][CH2:20]1)=[O:18])([CH3:15])([CH3:13])[CH3:14] |f:2.3|. Procedure: Using General Procedure B: Reaction of 6,7-Dihydro-5H-quinolin-8-one and 4-Amino-piperidine-1-carboxylic acid tert-butyl ester with NaBH(OAc)3 in CH2Cl2 gave 4-(5,6,7,8-Tetrahydro-quinolin-8-ylamino)-piperidine-1-carboxylic acid tert-butyl ester as a colorless oil. The reactants are C(C1=CC=CC=C1)OC(=O)NC(CC(=O)N[C@H]1C(NC2=C(CC1)C=CC=C2)=O)(C)C (3-benzyloxycarbonylamino-3-methyl-N-[2,3,4,5-tetrahydro- 2-oxo-1H-1-benzazepin-3(R)-yl]-butanamide), [H-].[Na+] (sodium hydride oil dispersion), C(C)(=O)OCC (ethyl acetate), C(C1=CC=CC=C1)Br (benzyl bromide). Run in CN(C=O)C (dimethylformamide). Conditions: time 5 minute. Product: C(C1=CC=CC=C1)OC(=O)NC(CC(=O)N[C@H]1C(N(C2=C(CC1)C=CC=C2)CC2=CC=CC=C2)=O)(C)C (3-Benzyloxycarbonylamino-3-methyl-N-[2,3,4,5-tetrahydro-2-oxo-1-(phenylmethyl)-1H-1-benzazepin-3(R)-yl]-butanamide). The yield is 898.0%. As a reaction SMILES: [CH2:1]([O:8][C:9]([NH:11][C:12]([CH3:30])([CH3:29])[CH2:13][C:14]([NH:16][C@@H:17]1[CH2:23][CH2:22][C:21]2[CH:24]=[CH:25][CH:26]=[CH:27][C:20]=2[NH:19][C:18]1=[O:28])=[O:15])=[O:10])[C:2]1[CH:7]=[CH:6][CH:5]=[CH:4][CH:3]=1.[H-].[Na+].[CH2:33](Br)[C:34]1[CH:39]=[CH:38][CH:37]=[CH:36][CH:35]=1.C(OCC)(=O)C>CN(C)C=O>[CH2:1]([O:8][C:9]([NH:11][C:12]([CH3:30])([CH3:29])[CH2:13][C:14]([NH:16][C@@H:17]1[CH2:23][CH2:22][C:21]2[CH:24]=[CH:25][CH:26]=[CH:27][C:20]=2[N:19]([CH2:33][C:34]2[CH:39]=[CH:38][CH:37]=[CH:36][CH:35]=2)[C:18]1=[O:28])=[O:15])=[O:10])[C:2]1[CH:7]=[CH:6][CH:5]=[CH:4][CH:3]=1 |f:1.2|. Procedure: To a solution of 40 mg (0.098 mmol) of 3-benzyloxycarbonylamino-3-methyl-N-[2,3,4,5-tetrahydro- 2-oxo-1H-1-benzazepin-3(R)-yl]-butanamide (Example 1, Step F) in 0.5 mL of dry dimethylformamide at room temperature under nitrogen was added 5 mg of 60% sodium hydride oil dispersion (3 mg NaH, 0.13 mmol, 1.3 eq). After 5 minutes, 0.013 mL of benzyl bromide (19 mg, 0.11 mmol, 1.1 eq) was added and the mixture stirred for 1 hour at room temperature, then added to 20 mL of ethyl acetate and washed with... The product is BrC1=C(C(=C(C=C1)[Si](C)(C)C)F)F ((4-bromo-2,3-difluorophenyl)trimethylsilane). RXN SMILES: C(NC(C)C)(C)C.[Li]CCCC.[Br:13][C:14]1[CH:19]=[CH:18][CH:17]=[C:16]([F:20])[C:15]=1[F:21].[CH3:22][Si:23](Cl)([CH3:25])[CH3:24]>O1CCCC1>[Br:13][C:14]1[CH:19]=[CH:18][C:17]([Si:23]([CH3:25])([CH3:24])[CH3:22])=[C:16]([F:20])[C:15]=1[F:21]. Reaction conditions: temperature -75 celsius. Yield: 21.8%. Run in O1CCCC1 (THF), O1CCCC1 (tetrahydrofuran). Reported procedure: Diisopropylamine (7.86 grams (g), 78 mmol) was dissolved in tetrahydrofuran (THF; 104 mL) and cooled to −75° C. utilizing a dry ice/acetone bath. A solution of n-BuLi (2.5 M in hexanes; 22.80 mL, 57.0 mmol) was added dropwise, and the solution was again cooled to −75° C. 1-Bromo-2,3-difluorobenzene (10 g, 51.8 mmol) was dissolved in THF (25.9 mL), and the solution was added dropwise keeping the temperature below −60° C. The reaction mixture was then allowed to warm to −15° C. before cooling agai... Starting materials: BrC1=C(C(=CC=C1)F)F (1-Bromo-2,3-difluorobenzene), C[Si](C)(C)Cl (TMSCl), C(C)(C)NC(C)C (Diisopropylamine), [Li]CCCC (n-BuLi). Starting materials: C[NH-], CCCCC, CC(C)(C)C=O, CC(C)C(N)C(=O)O, O. Yields the product C[NH-], CC(C)C(N=CC(C)(C)C)C(=O)O. As a reaction SMILES: [CH3:15][NH-:16].[CH3:18][CH2:19][CH2:20][CH2:21][CH3:22].[CH:1]([C:2]([CH3:3])([CH3:4])[CH3:5])=[O:6].[NH2:7][CH:8]([CH:9]([CH3:10])[CH3:11])[C:12](=[O:13])[OH:14].[OH2:17]>>[CH3:15][NH-:16].[CH:1]([C:2]([CH3:3])([CH3:4])[CH3:5])=[N:7][CH:8]([CH:9]([CH3:10])[CH3:11])[C:12](=[O:13])[OH:14]. The reactants are FC=1C=C(C=C(C1)F)C(C)O (1-(3,5-difluorophenyl)ethanol), C(CCC)[Li] (n-butyllithium), CCCCCC (hexane), C(C)(C)OB1OC(C(O1)(C)C)(C)C (2-isopropoxy-4,4,5,5-tetramethyl-1,3,2-dioxaborolane). Run in O1CCCC1 (tetrahydrofuran). Conditions: temperature -78 celsius, time 2 hour. Yields the product FC=1C=C(C=C(C1B1OC(C(O1)(C)C)(C)C)F)C(C)O (1-(3,5-difluoro-4-(4,4,5,5-tetramethyl-1,3,2-dioxaborolan-2-yl)phenyl)ethanol). Reaction SMILES: [F:1][C:2]1[CH:3]=[C:4]([CH:9]([OH:11])[CH3:10])[CH:5]=[C:6]([F:8])[CH:7]=1.C([Li])CCC.CCCCCC.C(O[B:27]1[O:31][C:30]([CH3:33])([CH3:32])[C:29]([CH3:35])([CH3:34])[O:28]1)(C)C>O1CCCC1>[F:1][C:2]1[CH:3]=[C:4]([CH:9]([OH:11])[CH3:10])[CH:5]=[C:6]([F:8])[C:7]=1[B:27]1[O:31][C:30]([CH3:33])([CH3:32])[C:29]([CH3:35])([CH3:34])[O:28]1. Procedure details: To a solution of 1-(3,5-difluorophenyl)ethanol (10.2 mmol, 1660 mg, commercial) in tetrahydrofuran (100 mL) at −78° C. was added n-butyllithium (2.5 mol/L) in hexane (2.4 equiv., 24.4 mmol, 9.8 mL) dropwise. The mixture was stirred at −78° C. for 2 hours. 2-isopropoxy-4,4,5,5-tetramethyl-1,3,2-dioxaborolane (2.50 equiv., 25.4 mmol, 5.29 mL) was added, and the reaction mixture was stirred over night allowing to warm to room temperature. The reaction mixture was quenched with saturated NaHCO3(aq.)... Reactants: c1ccc(CC2CCNCC2)cc1, CC#N, O=C(O)c1cc2cc3[nH]c(=O)[nH]c3cc2[nH]1. Product: O=C(c1cc2cc3[nH]c(=O)[nH]c3cc2[nH]1)N1CCC(Cc2ccccc2)CC1. As a reaction SMILES: [CH2:17]([c:18]1[cH:19][cH:20][cH:21][cH:22][cH:23]1)[CH:24]1[CH2:25][CH2:26][NH:27][CH2:28][CH2:29]1.[CH3:30][C:31]#[N:32].[O:1]=[c:2]1[nH:3][c:4]2[c:5]([cH:6][c:7]3[cH:8][c:9]([C:13](=[O:14])[OH:15])[nH:10][c:11]3[cH:12]2)[nH:16]1>>[O:1]=[c:2]1[nH:3][c:4]2[c:5]([cH:6][c:7]3[cH:8][c:9]([C:13](=[O:15])[N:27]4[CH2:26][CH2:25][CH:24]([CH2:17][c:18]5[cH:19][cH:20][cH:21][cH:22][cH:23]5)[CH2:29][CH2:28]4)[nH:10][c:11]3[cH:12]2)[nH:16]1. Starting materials: [H-].[Na+] (sodium hydride), N1C=NC=C1 (imidazole), ClC1=CC=C(N=N1)C12CCCN(CC1)C2 ((+)-5-(6-chloropyridazin-3-yl)-1-azabicyclo[3.2.1]octane). Solvent: CN(C=O)C (dimethylformamide), CN(C=O)C (dimethylformamide). Run at time 1 hour. The product is N1(C=NC=C1)C1=CC=C(N=N1)C12CCCN(CC1)C2 ((+)-5-[6-(-1H-Imidazol-1-yl)pyridazin-3-yl]-1-azabicyclo[3.2.1]octane). RXN SMILES: [NH:1]1[CH:5]=[CH:4][N:3]=[CH:2]1.[H-].[Na+].Cl[C:9]1[N:14]=[N:13][C:12]([C:15]23[CH2:22][N:19]([CH2:20][CH2:21]2)[CH2:18][CH2:17][CH2:16]3)=[CH:11][CH:10]=1>CN(C)C=O>[N:1]1([C:9]2[N:14]=[N:13][C:12]([C:15]34[CH2:22][N:19]([CH2:20][CH2:21]3)[CH2:18][CH2:17][CH2:16]4)=[CH:11][CH:10]=2)[CH:5]=[CH:4][N:3]=[CH:2]1 |f:1.2|. Procedure details: 0.228 g (3.35 mmol) of imidazole in solution in 4 ml of dimethylformamide is introduced into a 10 ml three-necked round-bottomed flask. 0.137 g (3.42 mmol) of sodium hydride as a 60% dispersion in oil is subsequently added and the mixture is stirred at ambient temperature for 1 hour. The mixture is then added to a solution of (+)-5-(6-chloropyridazin-3-yl)-1-azabicyclo[3.2.1]octane (obtained by resolution of the racemic mixture prepared in stage 1.5 of Example 1, by liquid chromatography on a ch... The reactants are C1(=CC=CC=C1)S(=O)(=O)CC(=O)NN (benzenesulfonyl-acetic acid hydrazide), P(=O)(Cl)(Cl)Cl (phosphorous oxychloride), C(OC)(OC)OC (trimethyl orthoformate). Reaction conditions: time 1 hour. Product: C1(=CC=CC=C1)S(=O)(=O)CC=1OC=NN1 (2-benzenesulfonylmethyl-[1,3,4]oxadiazole). Yield: 52.0%. As a reaction SMILES: [C:1]1([S:7]([CH2:10][C:11]([NH:13][NH2:14])=[O:12])(=[O:9])=[O:8])[CH:6]=[CH:5][CH:4]=[CH:3][CH:2]=1.P(Cl)(Cl)(Cl)=O.[CH:20](OC)(OC)OC>>[C:1]1([S:7]([CH2:10][C:11]2[O:12][CH:20]=[N:14][N:13]=2)(=[O:8])=[O:9])[CH:2]=[CH:3][CH:4]=[CH:5][CH:6]=1. Procedure details: To 1.73 g (8.07 mmol) of benzenesulfonyl-acetic acid hydrazide were added 20 mL of trimethyl orthoformate and 1.26 g (8.07 mmol, 1 eq) of phosphorous oxychloride. The reaction mixture was stirred one hour at RT, and concentrated under reduced pressure. Column chromatography on silica gel with EtOAc/hexane 2:1 yielded 930 mg (52%) of 2-benzenesulfonylmethyl-[1,3,4]oxadiazole as a white solid, MS: 225 (MH+). The reactants are CC(=O)O (AcOH), C(C)OC1(CC1)O[Si](C)(C)C ([(1-ethoxycyclopropyl)oxy]trimethylsilane), C(#N)[BH3-].[Na+] (sodium cyanoborohydride), [OH-].[Na+] (NaOH), C(C1=CC=CC=C1)N1N=C2C=C(C=CC2=C1)C=1C=C(N2N=CN=C(C21)N)CC2NCCOC2 (5-(2-benzyl-2H-indazol-6-yl)-7-(morpholin-3-ylmethyl)pyrrolo[2,1-f][1,2,4]triazin-4-amine). Solvent: CO (MeOH). Run at temperature 60 celsius, time 17 hour. Product: C(C1=CC=CC=C1)N1N=C2C=C(C=CC2=C1)C=1C=C(N2N=CN=C(C21)N)CC2N(CCOC2)C2CC2 (5-(2-benzyl-2H-indazol-6-yl)-7-[(4-cyclopropylmorpholin-3-yl)methyl]pyrrolo[2,1-f][1,2,4]triazin-4-amine). Isolated yield 43.5%. RXN SMILES: [CH2:1]([N:8]1[CH:16]=[C:15]2[C:10]([CH:11]=[C:12]([C:17]3[CH:18]=[C:19]([CH2:27][CH:28]4[CH2:33][O:32][CH2:31][CH2:30][NH:29]4)[N:20]4[C:25]=3[C:24]([NH2:26])=[N:23][CH:22]=[N:21]4)[CH:13]=[CH:14]2)=[N:9]1)[C:2]1[CH:7]=[CH:6][CH:5]=[CH:4][CH:3]=1.CC(O)=O.C(O[C:41]1(O[Si](C)(C)C)[CH2:43][CH2:42]1)C.C([BH3-])#N.[Na+].[OH-].[Na+]>CO>[CH2:1]([N:8]1[CH:16]=[C:15]2[C:10]([CH:11]=[C:12]([C:17]3[CH:18]=[C:19]([CH2:27][CH:28]4[CH2:33][O:32][CH2:31][CH2:30][N:29]4[CH:41]4[CH2:43][CH2:42]4)[N:20]4[C:25]=3[C:24]([NH2:26])=[N:23][CH:22]=[N:21]4)[CH:13]=[CH:14]2)=[N:9]1)[C:2]1[CH:7]=[CH:6][CH:5]=[CH:4][CH:3]=1 |f:3.4,5.6|. Reported procedure: To a solution of 5-(2-benzyl-2H-indazol-6-yl)-7-(morpholin-3-ylmethyl)pyrrolo[2,1-f][1,2,4]triazin-4-amine (100 mg, 0.23 mmol) in MeOH (2.0 mL) containing 3 Å molecular sieves was added AcOH (130 μL, 2.28 mmol), [(1-ethoxycyclopropyl)oxy]trimethylsilane (238 mg, 1.37 mmol) and sodium cyanoborohydride (64 mg, 1.02 mmol). The reaction was stirred at 60° C. for 17 h. Aqueous NaOH (1N, 15 mL) was added and the mixture was extracted with EtOAc (3×15 mL). The combined organic layers were washed with b... Solvent: O1CCCC1 (tetrahydrofuran). Procedure details: 3-Hydroxy-6-methyl-pyridine-2-carbaldehyde (350 mg) was dissolved in tetrahydrofuran (13 ml) to prepare a solution which was brought to −78° C. Phenylmagnesium bromide (7.4 ml) was slowly added dropwise thereto, and the mixture was stirred at room temperature for one hr. Water was added to the reaction solution, and the mixture was extracted with ethyl acetate. The ethyl acetate layer was then washed with saturated brine and was dried over anhydrous sodium sulfate. The solvent was removed by dis... Starting materials: C1(=CC=CC=C1)[Mg]Br (Phenylmagnesium bromide), OC=1C(=NC(=CC1)C)C=O (3-Hydroxy-6-methyl-pyridine-2-carbaldehyde), O (Water). Run at time 1 hour. As a reaction SMILES: [OH:1][C:2]1[C:3]([CH:9]=[O:10])=[N:4][C:5]([CH3:8])=[CH:6][CH:7]=1.[C:11]1([Mg]Br)[CH:16]=[CH:15][CH:14]=[CH:13][CH:12]=1.O>O1CCCC1>[OH:10][CH:9]([C:11]1[CH:16]=[CH:15][CH:14]=[CH:13][CH:12]=1)[C:3]1[C:2]([OH:1])=[CH:7][CH:6]=[C:5]([CH3:8])[N:4]=1. Product: OC(C1=NC(=CC=C1O)C)C1=CC=CC=C1 (2-(hydroxyphenyl-methyl)-6-methyl-pyridin-3-ol). Isolated yield 100.0%.